From a dataset of the Open Reaction Database (ORD), a public repository of structured organic reaction records. describe an organic reaction: reactants, conditions, products, and yield Reaction SMILES: [CH3:1][CH2:2][O:3][C:4]([CH:6](P(OCC)(OCC)=O)[CH3:7])=[O:5].[H-].[Na+].[I:18][C:19]1[CH:26]=[CH:25][C:22]([CH:23]=O)=[CH:21][C:20]=1[O:27][CH2:28][CH2:29][CH3:30].[Cl-].[NH4+]>O1CCCC1>[I:18][C:19]1[CH:26]=[CH:25][C:22](/[CH:23]=[C:6](\[CH3:7])/[C:4]([O:3][CH2:2][CH3:1])=[O:5])=[CH:21][C:20]=1[O:27][CH2:28][CH2:29][CH3:30] |f:1.2,4.5|. Starting materials: CCOC(=O)C(C)P(=O)(OCC)OCC (triethyl 2-phosphonopropionate), [H-].[Na+] (sodium hydride), IC1=C(C=C(C=O)C=C1)OCCC (4-iodo-3-propoxybenzaldehyde), [Cl-].[NH4+] (ammonium chloride). Procedure: A solution of 1.8 g (7.7 mmol) of triethyl 2-phosphonopropionate in 25 mL of tetrahydrofuran is added to a suspension of 310 mg (7.7 mmol) of 60% sodium hydride in oil, precooled to 0° C. After stirring at 0° C. for 15 minutes, a solution of 1.5 g (5.2 mmol) of 4-iodo-3-propoxybenzaldehyde in 10 mL of tetrahydrofuran is added. The reaction medium is stirred at room temperature for 12 hours. Saturated ammonium chloride solution is added and the reaction medium is extracted with ethyl acetate. The... The product is IC1=C(C=C(C=C1)/C=C(/C(=O)OCC)\C)OCCC (ethyl (E)-3-(4-iodo-3-propoxyphenyl)-2-methylacrylate). Solvent: O1CCCC1 (tetrahydrofuran), O1CCCC1 (tetrahydrofuran). Run at temperature 0 celsius, time 15 minute. Isolated yield 82.2%.